This data is from the Open Reaction Database (ORD), a public repository of structured organic reaction records. The task is: describe an organic reaction: reactants, conditions, products, and yield The reactants are CCOC(=O)C(=O)c1ccc(I)s1, [K+], C1COCCO1, [OH-]. Product: O=C(O)C(=O)c1ccc(I)s1. As a reaction SMILES: [CH2:1]([CH3:2])[O:3][C:4]([C:5](=[O:6])[c:7]1[s:8][c:9]([I:12])[cH:10][cH:11]1)=[O:13].[K+:21].[O:14]1[CH2:15][CH2:16][O:17][CH2:18][CH2:19]1.[OH-:20]>>[O:3]=[C:4]([C:5](=[O:6])[c:7]1[s:8][c:9]([I:12])[cH:10][cH:11]1)[OH:13].